Dataset: the Open Reaction Database (ORD), a public repository of structured organic reaction records. Task: describe an organic reaction: reactants, conditions, products, and yield The reactants are CCCCO, CC(C)O, CN1CC(CCCl)OC1=O, FC(F)(F)c1ccc(N2CCNCC2)cc1, [I-], [K+], [Na+], [Na+], O=C([O-])[O-]. Product: CN1CC(CCN2CCN(c3ccc(C(F)(F)F)cc3)CC2)OC1=O. Reaction SMILES: [CH2:35]([OH:36])[CH2:37][CH2:38][CH3:39].[CH3:40][CH:41]([OH:42])[CH3:43].[Cl:17][CH2:18][CH2:19][CH:20]1[CH2:21][N:22]([CH3:26])[C:23](=[O:25])[O:24]1.[F:1][C:2]([c:3]1[cH:4][cH:5][c:6]([N:9]2[CH2:10][CH2:11][NH:12][CH2:13][CH2:14]2)[cH:7][cH:8]1)([F:15])[F:16].[I-:34].[K+:33].[Na+:27].[Na+:28].[O-:29][C:30](=[O:31])[O-:32]>>[F:1][C:2]([c:3]1[cH:4][cH:5][c:6]([N:9]2[CH2:10][CH2:11][N:12]([CH2:18][CH2:19][CH:20]3[CH2:21][N:22]([CH3:26])[C:23](=[O:25])[O:24]3)[CH2:13][CH2:14]2)[cH:7][cH:8]1)([F:15])[F:16]. The reactants are Cl.NC1CCOC2=CC=CC=C12 (4-aminochromane hydrochloride), [OH-].[Na+] (sodium hydroxide). Yields the product NC1CCOC2=CC=CC=C12 (racemic 4-aminochromane). Isolated yield 63.3%. As a reaction SMILES: Cl.[NH2:2][CH:3]1[C:12]2[C:7](=[CH:8][CH:9]=[CH:10][CH:11]=2)[O:6][CH2:5][CH2:4]1.[OH-].[Na+]>>[NH2:2][CH:3]1[C:12]2[C:7](=[CH:8][CH:9]=[CH:10][CH:11]=2)[O:6][CH2:5][CH2:4]1 |f:0.1,2.3|. Procedure: A mixture of 4-aminochromane hydrochloride (27.8 g, 0.15 mol) and aqueous sodium hydroxide (2N) was extracted with ethyl acetate and the organic layer dried (sodium sulfate) and evaporated to give racemic 4-aminochromane (14.2 g, 0.095 mol). To this was added methyl 2-methoxyacetate (10.94 g, 0.105 mol) and 2.5 g Novozym 435 (Aldrich Corp.) in tert-butyl methyl ether, and the mixture heated at reflux for 2 hours. A further addition of Novozym 435 (0.5 g) was made and heating continued until the ... Starting materials: OBO, Brc1ccccc1, FC(F)(F)c1cc(-c2ccc(Cl)s2)nc(Cl)n1. Yields the product FC(F)(F)c1cc(-c2ccc(Cl)s2)nc(-c2cccc(Br)c2)n1. As a reaction SMILES: [BH:18]([OH:19])[OH:20].[Br:21][c:22]1[cH:23][cH:24][cH:25][cH:26][cH:27]1.[Cl:1][c:2]1[n:3][c:4]([C:14]([F:15])([F:16])[F:17])[cH:5][c:6](-[c:8]2[s:9][c:10]([Cl:13])[cH:11][cH:12]2)[n:7]1>>[c:2]1(-[c:26]2[cH:25][cH:24][cH:23][c:22]([Br:21])[cH:27]2)[n:3][c:4]([C:14]([F:15])([F:16])[F:17])[cH:5][c:6](-[c:8]2[s:9][c:10]([Cl:13])[cH:11][cH:12]2)[n:7]1. Starting materials: OC=1C(NC=C(C1)CCC1=C(C=CC=C1)C)=O (3-hydroxy-5-(2-methylphenethyl)pyridin-2(1H)-one), COC1=NC=C(C=C1OC)C#CC1=CC=C(C=C1)C (2,3-dimethoxy-5-[(4-methylphenyl)ethynyl]pyridine), COC1=NC=C(C=C1OC)C#CC1=CC=C(C=C1)C (2,3-dimethoxy-5-[(4-methylphenyl)ethynyl]pyridine). Yields the product OC=1C(NC=C(C1)CCC1=CC=C(C=C1)C)=O (3-Hydroxy-5-[2-(4-methylphenyl)ethyl]pyridin-2(1H)-one). Reaction SMILES: OC1C(=O)NC=C(CCC2C=CC=CC=2C)C=1.C[O:19][C:20]1[C:25]([O:26]C)=[CH:24][C:23]([C:28]#[C:29][C:30]2[CH:35]=[CH:34][C:33]([CH3:36])=[CH:32][CH:31]=2)=[CH:22][N:21]=1>>[OH:26][C:25]1[C:20](=[O:19])[NH:21][CH:22]=[C:23]([CH2:28][CH2:29][C:30]2[CH:31]=[CH:32][C:33]([CH3:36])=[CH:34][CH:35]=2)[CH:24]=1. Procedure: Prepared as described for 3-hydroxy-5-(2-methylphenethyl)pyridin-2(1H)-one (Example 27) from 2,3-dimethoxy-5-[(4-methylphenyl)ethynyl]pyridine (Intermediate 35). The reactants are C(#N)C1=CC=C(C(=O)Cl)C=C1 (4-cyanobenzoyl chloride), CN (methylamine). The product is C(#N)C1=CC=C(C(=O)NC)C=C1 (4-cyano-N-methylbenzamide). Reaction SMILES: [C:1]([C:3]1[CH:11]=[CH:10][C:6]([C:7](Cl)=[O:8])=[CH:5][CH:4]=1)#[N:2].[CH3:12][NH2:13]>>[C:1]([C:3]1[CH:11]=[CH:10][C:6]([C:7]([NH:13][CH3:12])=[O:8])=[CH:5][CH:4]=1)#[N:2]. Procedure details: By the reaction in the same manner as in Example 26-i) using 4-cyanobenzoyl chloride (5.17 g) and 40% aqueous methylamine solution (20 ml), the title compound (4.13 g) was obtained as colorless powder crystals. Reactants: COC=1C=C(C=CC1OC)C1=NN2C(S1)=NC=C2I (2-(3,4-dimethoxy-phenyl)-5-iodo-imidazo[2,1-b][1,3,4]thiadiazole), PdCl2(Ph3P)2, C(=O)(OC(C)(C)C)N1CCN(CC1)C1=NC=C(C=N1)B1OC(C)(C)C(C)(C)O1 (2-(4-boc-piperazin-1-yl)pyrimidine-5-boronic acid pinacol ester), C(=O)([O-])[O-].[Na+].[Na+] (Na2CO3). The solvent is O1CCOCC1 (dioxane). Run at temperature 110 celsius. Product: C(C)(C)(C)OC(=O)N1CCN(CC1)C1=NC=C(C=N1)C1=CN=C2SC(=NN21)C2=CC(=C(C=C2)OC)OC (4-{5-[2-(3,4-Dimethoxy-phenyl)-imidazo[2,1-b][1,3,4]thiadiazol-5-yl]-pyrimidin-2-yl}-piperazine-1-carboxylic acid tert-butyl ester). Yield: 102.5%. Reaction SMILES: [CH3:1][O:2][C:3]1[CH:4]=[C:5]([C:11]2[S:15][C:14]3=[N:16][CH:17]=[C:18](I)[N:13]3[N:12]=2)[CH:6]=[CH:7][C:8]=1[O:9][CH3:10].[C:20]([N:27]1[CH2:32][CH2:31][N:30]([C:33]2[N:38]=[CH:37][C:36](B3OC(C)(C)C(C)(C)O3)=[CH:35][N:34]=2)[CH2:29][CH2:28]1)([O:22][C:23]([CH3:26])([CH3:25])[CH3:24])=[O:21].C([O-])([O-])=O.[Na+].[Na+]>O1CCOCC1>[C:23]([O:22][C:20]([N:27]1[CH2:32][CH2:31][N:30]([C:33]2[N:34]=[CH:35][C:36]([C:18]3[N:13]4[C:14]([S:15][C:11]([C:5]5[CH:6]=[CH:7][C:8]([O:9][CH3:10])=[C:3]([O:2][CH3:1])[CH:4]=5)=[N:12]4)=[N:16][CH:17]=3)=[CH:37][N:38]=2)[CH2:29][CH2:28]1)=[O:21])([CH3:26])([CH3:24])[CH3:25] |f:2.3.4|. Procedure: A mixture of 2-(3,4-dimethoxy-phenyl)-5-iodo-imidazo[2,1-b][1,3,4]thiadiazole (0.3 g, 0.775 mmol, 1 eq), PdCl2(Ph3P)2 (0.11 g, 0.155 mmol, 0.2 eq), 2-(4-boc-piperazin-1-yl)pyrimidine-5-boronic acid pinacol ester (0.454 g, 1.16 mmol, 1.5 eq) and Na2CO3 (2M aqueous solution, 1.5 mL) in dioxane (4.5 mL) was heated at 110° C. for 2.5 h. The reaction was cooled down to it and solvents were removed under reduced pressure. The residue was treated with water, sonicated and filtered. The solid was washed... Reactants: C(C1=CC=CC=C1)OC1=C(C=C(NC2=NC=NC3=CC=C(C=C23)C2=CC=C(O2)C=CC(=O)OCC)C=C1)Cl (ethyl 3-(5-{4-[4-(benzyloxy)-3-chloroanilino]-6-quinazolinyl}-2-furyl)-2-propenoate), [OH-].[Na+] (sodium hydroxide). Solvent: C(C)O (ethanol), C1CCOC1 (THF). The product is C(C1=CC=CC=C1)OC1=C(C=C(NC2=NC=NC3=CC=C(C=C23)C2=CC=C(O2)C=CC(=O)O)C=C1)Cl (3-(5-{4-[4-(Benzyloxy)-3-chloroanilino]-6-quinazolinyl}-2-furyl)-2-propenoic acid). Yield: 102.4%. Reaction SMILES: [CH2:1]([O:8][C:9]1[CH:37]=[CH:36][C:12]([NH:13][C:14]2[C:23]3[C:18](=[CH:19][CH:20]=[C:21]([C:24]4[O:28][C:27]([CH:29]=[CH:30][C:31]([O:33]CC)=[O:32])=[CH:26][CH:25]=4)[CH:22]=3)[N:17]=[CH:16][N:15]=2)=[CH:11][C:10]=1[Cl:38])[C:2]1[CH:7]=[CH:6][CH:5]=[CH:4][CH:3]=1.[OH-].[Na+]>C1COCC1.C(O)C>[CH2:1]([O:8][C:9]1[CH:37]=[CH:36][C:12]([NH:13][C:14]2[C:23]3[C:18](=[CH:19][CH:20]=[C:21]([C:24]4[O:28][C:27]([CH:29]=[CH:30][C:31]([OH:33])=[O:32])=[CH:26][CH:25]=4)[CH:22]=3)[N:17]=[CH:16][N:15]=2)=[CH:11][C:10]=1[Cl:38])[C:2]1[CH:7]=[CH:6][CH:5]=[CH:4][CH:3]=1 |f:1.2|. Procedure details: Prepared according to Procedure H utilizing ethyl 3-(5-{4-[4-(benzyloxy)-3-chloroanilino]-6-quinazolinyl}-2-furyl)-2-propenoate (0.65 g) and aqueous sodium hydroxide (2M, 4 mL) in THF (8 mL) and ethanol (4 mL) to afford the title compound (0.63 g). Electrospray MS m/z 498 (MH+). Reactants: CCCCC1CCC(CCO)CC1, Cl, O=S(Cl)Cl, c1ccncc1. The product is CCCCC1CCC(CCCl)CC1. As a reaction SMILES: [CH2:1]([CH2:2][CH2:3][CH3:4])[CH:5]1[CH2:6][CH2:7][CH:8]([CH2:11][CH2:12][OH:13])[CH2:9][CH2:10]1.[ClH:24].[S:20]([Cl:21])([Cl:22])=[O:23].[cH:14]1[cH:15][cH:16][n:17][cH:18][cH:19]1>>[CH2:1]([CH2:2][CH2:3][CH3:4])[CH:5]1[CH2:6][CH2:7][CH:8]([CH2:11][CH2:12][Cl:22])[CH2:9][CH2:10]1. Reactants: C(C1=CC=CC=C1)N1CCNCC1 (1-benzylpiperazine), C([O-])([O-])=O.[K+].[K+] (potassium carbonate), COC1=NC(=NC(=C1)OC)S(=O)(=O)C (4,6-dimethoxy-2-methylsulfonylpyrimidine). The solvent is C(C)#N (acetonitrile). Product: COC1=NC(=NC(=C1)OC)N1CCN(CC1)CC1=CC=CC=C1 (4-(4,6-dimethoxy-2-pyrimidinyl)-1-benzylpiperazine). The yield is 98.7%. As a reaction SMILES: [CH2:1]([N:8]1[CH2:13][CH2:12][NH:11][CH2:10][CH2:9]1)[C:2]1[CH:7]=[CH:6][CH:5]=[CH:4][CH:3]=1.C(=O)([O-])[O-].[K+].[K+].[CH3:20][O:21][C:22]1[CH:27]=[C:26]([O:28][CH3:29])[N:25]=[C:24](S(C)(=O)=O)[N:23]=1>C(#N)C>[CH3:20][O:21][C:22]1[CH:27]=[C:26]([O:28][CH3:29])[N:25]=[C:24]([N:11]2[CH2:12][CH2:13][N:8]([CH2:1][C:2]3[CH:3]=[CH:4][CH:5]=[CH:6][CH:7]=3)[CH2:9][CH2:10]2)[N:23]=1 |f:1.2.3|. Procedure details: In 100 ml of acetonitrile was dissolved 10 g (0.0567 mole) of 1-benzylpiperazine, and 11.7 g (0.085 mole) of potassium carbonate and 14.8 g (0.068 mole) of 4,6-dimethoxy-2-methylsulfonylpyrimidine were added thereto. The mixture was refluxed by heating for 5 hours. The mixture was cooled to room temperature and then filtered. The filtrate was concentrated under reduced pressure, and the residue was applied to silica gel column chromatography (the eluent used was a mixture of ethyl acetate : tolu...